From a dataset of the Open Reaction Database (ORD), a public repository of structured organic reaction records. describe an organic reaction: reactants, conditions, products, and yield Starting materials: CC(C(=O)O)(C)SC1=CN=C(S1)NC(=O)N(CCCCC1=CC=CC=C1)[C@@H]1CC[C@H](CC1)C (2-Methyl-2-{2-[3-(trans-4-methyl-cyclohexyl)-3-(4-phenyl-butyl)-ureido]-thiazol-5-ylsulfanyl}-propionic acid), C(C)OC(=O)C1(CCC1)SC1=CN=C(S1)N (1-(2-amino-thiazol-5-ylsulfanyl)cyclobutanecarboxylic acid ethyl ester), C(C)OC(C(C)(C)SC1=CN=C(S1)N)=O (2-(2-amino-thiazol-5-ylsulfanyl)-2-methyl-propionic acid ethyl ester). Product: C[C@@H]1CC[C@H](CC1)N(C(NC=1SC(=CN1)SC1(CCC1)C(=O)O)=O)CCCCC1=CC=CC=C1 (1-{2-[3-(trans-4-Methyl-cyclohexyl)-3-(4-phenyl-butyl)-ureido]-thiazol-5-ylsulfanyl}-cyclobutanecarboxylic acid). Reaction SMILES: [CH3:1][C:2]([S:7][C:8]1[S:12][C:11]([NH:13][C:14]([N:16]([C@H:27]2[CH2:32][CH2:31][C@H:30]([CH3:33])[CH2:29][CH2:28]2)[CH2:17][CH2:18][CH2:19][CH2:20][C:21]2[CH:26]=[CH:25][CH:24]=[CH:23][CH:22]=2)=[O:15])=[N:10][CH:9]=1)([CH3:6])[C:3]([OH:5])=[O:4].[CH2:34](OC(C1(SC2SC(N)=NC=2)CCC1)=O)C.C(OC(=O)C(SC1SC(N)=NC=1)(C)C)C>>[CH3:33][C@H:30]1[CH2:29][CH2:28][C@H:27]([N:16]([CH2:17][CH2:18][CH2:19][CH2:20][C:21]2[CH:26]=[CH:25][CH:24]=[CH:23][CH:22]=2)[C:14](=[O:15])[NH:13][C:11]2[S:12][C:8]([S:7][C:2]3([C:3]([OH:5])=[O:4])[CH2:1][CH2:34][CH2:6]3)=[CH:9][N:10]=2)[CH2:32][CH2:31]1. Procedure: The compound was prepared following an analogous procedure to the one described for the synthesis of 2-Methyl-2-{2-[3-(trans-4-methyl-cyclohexyl)-3-(4-phenyl-butyl)-ureido]-thiazol-5-ylsulfanyl}-propionic acid using 1-(2-amino-thiazol-5-ylsulfanyl)cyclobutanecarboxylic acid ethyl ester prepared using the procedure for the preparation of 2-(2-amino-thiazol-5-ylsulfanyl)-2-methyl-propionic acid ethyl ester. Starting materials: C1CCOC1, CS(=O)(=O)OS(C)(=O)=O, Cn1cc(C2=C(c3nn(CCCO)c4ccccc34)C(=O)NC2=O)c2cc(Cl)ccc21, Cl, c1ccncc1. Yields the product Cn1cc(C2=C(c3nn(CCCOS(C)(=O)=O)c4ccccc34)C(=O)NC2=O)c2cc(Cl)ccc21. RXN SMILES: [CH2:48]1[O:49][CH2:50][CH2:51][CH2:52]1.[CH3:7][S:8](=[O:9])(=[O:10])[O:11][S:12]([CH3:13])(=[O:14])=[O:15].[Cl:16][c:17]1[cH:18][c:19]2[c:20]([C:27]3=[C:31]([c:32]4[n:33][n:34]([CH2:41][CH2:42][CH2:43][OH:44])[c:35]5[cH:36][cH:37][cH:38][cH:39][c:40]45)[C:30](=[O:45])[NH:29][C:28]3=[O:46])[cH:21][n:22]([CH3:26])[c:23]2[cH:24][cH:25]1.[ClH:47].[cH:1]1[cH:2][cH:3][n:4][cH:5][cH:6]1>>[CH3:7][S:8](=[O:9])(=[O:10])[O:11][CH2:43][CH2:42][CH2:41][n:34]1[n:33][c:32]([C:31]2=[C:27]([c:20]3[c:19]4[cH:18][c:17]([Cl:16])[cH:25][cH:24][c:23]4[n:22]([CH3:26])[cH:21]3)[C:28](=[O:46])[NH:29][C:30]2=[O:45])[c:40]2[c:35]1[cH:36][cH:37][cH:38][cH:39]2. The reactants are C(=C)OC1C(C(NC(C1)(CC)C)(CC)C)C (2,3,6-trimethyl-2,6-diethyl-4-piperidyl vinyl ether), C(=C)OC1CC(NC(C1)(C)C)(C)C (2,2,6,6-tetramethyl-4-piperidyl vinyl ether), C(=C)OC1CC(N(C(C1)(C)C)CC=C)(C)C (1-allyl-2,2,6,6-tetramethyl-4-piperidyl vinyl ether), C(=C)OC1CC(N(C(C1)(C)C)CCCC)(C)C (1-butyl-2,2,6,6-tetramethyl-4-piperidyl vinyl ether). Product: C(=C)OC1CC(N(C(C1)(C)C)CC1=CC=CC=C1)(C)C (1-Benzyl-2,2,6,6-tetramethyl-4-piperidyl vinyl ether). Reaction SMILES: [CH:1]([O:3][CH:4]1[CH2:9][C:8]([CH3:12])([CH2:10]C)[NH:7][C:6]([CH3:15])([CH2:13]C)[CH:5]1C)=[CH2:2].C(O[CH:20]1[CH2:25][C:24](C)(C)N(CC=C)[C:22]([CH3:32])([CH3:31])[CH2:21]1)=C.C(OC1CC(C)(C)N(CCCC)C(C)(C)C1)=C.C(OC1CC(C)(C)NC(C)(C)C1)=C>>[CH:1]([O:3][CH:4]1[CH2:5][C:6]([CH3:13])([CH3:15])[N:7]([CH2:32][C:22]2[CH:21]=[CH:20][CH:25]=[CH:24][CH:31]=2)[C:8]([CH3:10])([CH3:12])[CH2:9]1)=[CH2:2]. Procedure: The following compounds were obtained in a similar manner: 2,3,6-trimethyl-2,6-diethyl-4-piperidyl vinyl ether, boiling point 121°/18 mm Hg; 1-allyl-2,2,6,6-tetramethyl-4-piperidyl vinyl ether, boiling point 63°/0.1 mm Hg; 1-butyl-2,2,6,6-tetramethyl-4-piperidyl vinyl ether, boiling point 66°-67°/0.1 mm Hg and 2,2,6,6-tetramethyl-4-piperidyl vinyl ether, boiling point 78°/19 mm Hg.